This data is from the Open Reaction Database (ORD), a public repository of structured organic reaction records. The task is: describe an organic reaction: reactants, conditions, products, and yield Reactants: BrC=1C(=NC=C(C(=O)NC2=CC=C(C=C2)OC(F)(F)Cl)C1)N1C[C@@H](CC1)O ((R)-5-bromo-N-(4-(chlorodifluoromethoxy)phenyl)-6-(3-hydroxypyrrolidin-1-yl)nicotinamide), CC1(OB(OC1(C)C)C=1N(C=CC1)C(=O)OC(C)(C)C)C (tert-butyl 2-(4,4,5,5-tetramethyl-1,3,2-dioxaborolan-2-yl)-1H-pyrrole-1-carboxylate). Product: ClC(OC1=CC=C(C=C1)NC(C1=CN=C(C(=C1)C=1NC=CC1)N1C[C@@H](CC1)O)=O)(F)F ((R)—N-(4-(Chlorodifluoromethoxy)phenyl)-6-(3-hydroxypyrrolidin-1-yl)-5-(1H-pyrrol-2-yl)nicotinamide). Reaction SMILES: Br[C:2]1[C:3]([N:22]2[CH2:26][CH2:25][C@@H:24]([OH:27])[CH2:23]2)=[N:4][CH:5]=[C:6]([CH:21]=1)[C:7]([NH:9][C:10]1[CH:15]=[CH:14][C:13]([O:16][C:17]([Cl:20])([F:19])[F:18])=[CH:12][CH:11]=1)=[O:8].CC1(C)C(C)(C)OB([C:36]2[N:37](C(OC(C)(C)C)=O)[CH:38]=[CH:39][CH:40]=2)O1>>[Cl:20][C:17]([F:19])([F:18])[O:16][C:13]1[CH:14]=[CH:15][C:10]([NH:9][C:7](=[O:8])[C:6]2[CH:21]=[C:2]([C:36]3[NH:37][CH:38]=[CH:39][CH:40]=3)[C:3]([N:22]3[CH2:26][CH2:25][C@@H:24]([OH:27])[CH2:23]3)=[N:4][CH:5]=2)=[CH:11][CH:12]=1. Procedure: The title compound was prepared in an analogous fashion to that described in Example 6 using (R)-5-bromo-N-(4-(chlorodifluoromethoxy)phenyl)-6-(3-hydroxypyrrolidin-1-yl)nicotinamide (Stage 22.1) and tert-butyl 2-(4,4,5,5-tetramethyl-1,3,2-dioxaborolan-2-yl)-1H-pyrrole-1-carboxylate to afford a grey solid. UPLC-MS (Condition 3) tR=1.06 min, m/z=449.2 [M+H]+, m/z=447.1 [M−H]−; 1H-NMR (400 MHz, DMSO-d6) δ ppm 1.64-1.77 (m, 1H) 1.77-1.93 (m, 1H) 2.98 (d, J=12.23 Hz, 1H) 3.21-3.29 (m, 2H) 3.37-3.51 (... Reactants: COCCOCCO (2-(2-Methoxyethoxy)ethanol), N(=NC(=O)OC(C)C)C(=O)OC(C)C (diisopropyl azodicarboxylate), CN1C(=NC=C1C1=NC(=NC=C1)NC1=CC=C(C=C1)S(NC(=O)OC(C)(C)C)(=O)=O)C (4-(1,2-dimethylimidazol-5-yl)-2-{4-[N-(t-butoxycarbonyl)sulphamoyl]anilino}pyrimidine), C1(=CC=CC=C1)P(C1=CC=CC=C1)C1=CC=CC=C1 (triphenylphosphine). RXN SMILES: [CH3:1][O:2][CH2:3][CH2:4][O:5][CH2:6][CH2:7]O.N(C(OC(C)C)=O)=NC(OC(C)C)=O.[CH3:23][N:24]1[C:28]([C:29]2[CH:34]=[CH:33][N:32]=[C:31]([NH:35][C:36]3[CH:41]=[CH:40][C:39]([S:42](=[O:52])(=[O:51])[NH:43][C:44]([O:46][C:47]([CH3:50])([CH3:49])[CH3:48])=[O:45])=[CH:38][CH:37]=3)[N:30]=2)=[CH:27][N:26]=[C:25]1[CH3:53].C1(P(C2C=CC=CC=2)C2C=CC=CC=2)C=CC=CC=1>C1COCC1>[CH3:23][N:24]1[C:28]([C:29]2[CH:34]=[CH:33][N:32]=[C:31]([NH:35][C:36]3[CH:37]=[CH:38][C:39]([S:42](=[O:52])(=[O:51])[N:43]([C:44]([O:46][C:47]([CH3:49])([CH3:50])[CH3:48])=[O:45])[CH2:7][CH2:6][O:5][CH2:4][CH2:3][O:2][CH3:1])=[CH:40][CH:41]=3)[N:30]=2)=[CH:27][N:26]=[C:25]1[CH3:53]. Procedure details: 2-(2-Methoxyethoxy)ethanol (50 μl, 0.4 mmol) followed by diisopropyl azodicarboxylate (0.1 ml, 0.4 mmol) was added to a stirred solution of 4-(1,2-dimethylimidazol-5-yl)-2-{4-[N-(t-butoxycarbonyl)sulphamoyl]anilino}pyrimidine (Example 36; 90 mg, 0.2 mmol) and triphenylphosphine (105 mg, 0.4 mmol) in anhydrous THF (4 ml) under nitrogen at 0° C. The reaction was allowed to warm to ambient temperature and stirred for 1 hour. The mixture was poured directly on to an Isolute SCX-2 column, eluted firs... Yield: 70.4%. Run in C1CCOC1 (THF). Yields the product CN1C(=NC=C1C1=NC(=NC=C1)NC1=CC=C(C=C1)S(N(CCOCCOC)C(=O)OC(C)(C)C)(=O)=O)C (4-(1,2-Dimethylimidazol-5-yl)-2-(4-{N-(t-butoxycarbonyl)-N-[2-(2-methoxyethoxy)ethyl]sulphamoyl}anilino)pyrimidine). Run at time 1 hour. Reactants: CC=1SC(=C(C1C(=O)NC1(CC1)C1=CC=C(C(=O)O)C=C1)CC1=CC=C(C=C1)C(F)(F)F)C (4-{1-[({2,5-dimethyl-4-[4-(trifluoromethyl)benzyl]-3-thienyl}carbonyl)amino]cyclopropyl}benzoic acid), [OH-].[Na+] (NaOH). The solvent is CCO (EtOH). The product is CC=1SC(=C(C1C(=O)NC1(CC1)C1=CC=C(C(=O)[O-])C=C1)CC1=CC=C(C=C1)C(F)(F)F)C.[Na+] (Sodium 4-{1-[({2,5-dimethyl-4-[4-(trifluoromethyl)benzyl]-3-thienyl}carbonyl)amino]cyclopropyl}benzoate). Reaction SMILES: [CH3:1][C:2]1[S:3][C:4]([CH3:33])=[C:5]([CH2:22][C:23]2[CH:28]=[CH:27][C:26]([C:29]([F:32])([F:31])[F:30])=[CH:25][CH:24]=2)[C:6]=1[C:7]([NH:9][C:10]1([C:13]2[CH:21]=[CH:20][C:16]([C:17]([OH:19])=[O:18])=[CH:15][CH:14]=2)[CH2:12][CH2:11]1)=[O:8].[OH-].[Na+:35]>CCO>[CH3:1][C:2]1[S:3][C:4]([CH3:33])=[C:5]([CH2:22][C:23]2[CH:24]=[CH:25][C:26]([C:29]([F:31])([F:30])[F:32])=[CH:27][CH:28]=2)[C:6]=1[C:7]([NH:9][C:10]1([C:13]2[CH:21]=[CH:20][C:16]([C:17]([O-:19])=[O:18])=[CH:15][CH:14]=2)[CH2:12][CH2:11]1)=[O:8].[Na+:35] |f:1.2,4.5|. Procedure: A solution of 4-{1-[({2,5-dimethyl-4-[4-(trifluoromethyl)benzyl]-3-thienyl}carbonyl)amino]cyclopropyl}benzoic acid from Example 16, Step 4 (112 mg, 0.236 mmol) in EtOH (5 mL), was treated with NaOH (1.0N in water, 236 μL, 0.236 mmol) after which a precipitate was formed. The mixture then obtained was concentrated to dryness. Water (15 mL) was added to the residue. The very fine resulting suspension was frozen in a bath of dry ice and acetone and lyophilized to afford the desired product as a whi...